This data is from the Open Reaction Database (ORD), a public repository of structured organic reaction records. The task is: describe an organic reaction: reactants, conditions, products, and yield Reactants: [OH-].[Na+] (sodium hydroxide), O1C(OCC1)C1=CC(=C(C=C1C)NC(=O)CCN1CCC(CC1)OC(NC1=C(C=CC=C1)C1=CC=CC=C1)=O)C (biphenyl-2-ylcarbamic acid 1-[2-(4-[1,3]dioxolan-2-yl-2,5-dimethylphenylcarbamoyl)ethyl]piperidin-4-yl ester), C(C)#N (acetonitrile), [OH-].[Na+] (sodium hydroxide), Cl (hydrochloric acid). Solvent: C(C)(=O)OCC (ethyl acetate). Reaction conditions: temperature 30 celsius, time 1 hour. The product is C(=O)C1=CC(=C(C=C1C)NC(=O)CCN1CCC(CC1)OC(NC1=C(C=CC=C1)C1=CC=CC=C1)=O)C (biphenyl-2-ylcarbamic acid 1-[2-(4-formyl-2,5-dimethylphenyl-carbamoyl)ethyl]piperidin-4-yl ester). The yield is 90.7%. RXN SMILES: [O:1]1CCO[CH:2]1[C:6]1[C:11]([CH3:12])=[CH:10][C:9]([NH:13][C:14]([CH2:16][CH2:17][N:18]2[CH2:23][CH2:22][CH:21]([O:24][C:25](=[O:39])[NH:26][C:27]3[CH:32]=[CH:31][CH:30]=[CH:29][C:28]=3[C:33]3[CH:38]=[CH:37][CH:36]=[CH:35][CH:34]=3)[CH2:20][CH2:19]2)=[O:15])=[C:8]([CH3:40])[CH:7]=1.C(#N)C.Cl.[OH-].[Na+]>C(OCC)(=O)C>[CH:2]([C:6]1[C:11]([CH3:12])=[CH:10][C:9]([NH:13][C:14]([CH2:16][CH2:17][N:18]2[CH2:19][CH2:20][CH:21]([O:24][C:25](=[O:39])[NH:26][C:27]3[CH:32]=[CH:31][CH:30]=[CH:29][C:28]=3[C:33]3[CH:38]=[CH:37][CH:36]=[CH:35][CH:34]=3)[CH2:22][CH2:23]2)=[O:15])=[C:8]([CH3:40])[CH:7]=1)=[O:1] |f:3.4|. Procedure: To a 500 mL round-bottom flask was added biphenyl-2-ylcarbamic acid 1-[2-(4-[1,3]dioxolan-2-yl-2,5-dimethylphenylcarbamoyl)ethyl]piperidin-4-yl ester (15 g, 27.6 mmol) and acetonitrile (150 mL) to form a slurry. Aqueous 2 M hydrochloric acid (75 mL) was added and the resulting mixture was stirred at 30° C. for 1 hour. The mixture was then cooled to room temperature and ethyl acetate (150 mL) was added. Aqueous 2 M sodium hydroxide (75 mL) was added, the pH was checked and then additional 2 M sod... The reactants are O=C1C(CCCC1)C(=O)OCC (ethyl 2-oxocyclohexane-1-carboxylate), Cl.ClC1=CC=C(C(=N)N)C=C1 (4-chlorobenzamidine hydrochloride), CC(C)(C)[O-].[K+] (potassium tert-butylate). Solvent: CO (methanol). Product: ClC1=CC=C(C=C1)C1=NC=2CCCCC2C(=N1)O (2-(4-Chlorophenyl)-4-hydroxy-5,6,7,8-tetrahydroquinazoline). As a reaction SMILES: O=[C:2]1[CH2:7][CH2:6][CH2:5][CH2:4][CH:3]1[C:8]([O:10]CC)=O.Cl.[Cl:14][C:15]1[CH:23]=[CH:22][C:18]([C:19]([NH2:21])=[NH:20])=[CH:17][CH:16]=1.CC([O-])(C)C.[K+]>CO>[Cl:14][C:15]1[CH:23]=[CH:22][C:18]([C:19]2[N:21]=[C:8]([OH:10])[C:3]3[CH2:4][CH2:5][CH2:6][CH2:7][C:2]=3[N:20]=2)=[CH:17][CH:16]=1 |f:1.2,3.4|. Reported procedure: 7.5 g of ethyl 2-oxocyclohexane-1-carboxylate and 9.6 g of 4-chlorobenzamidine hydrochloride were introduced into 50 ml of methanol. 5.6 g of potassium tert-butylate were added with stirring. The reaction mixture was stirred under reflux for 4 hours and then poured onto ice water. The crystalline product was filtered off with suction, washed with water and recrystallized from dimethylformamide. Yield: 8.8 g; m.p.: >300° C. Reactants: CCOc1cc(Br)ccc1OC, [Li]CCCC, C1CCOC1, CON(C)C(=O)c1ccc2cc[nH]c2c1, CC(C)O, O. Product: CCOc1cc(C(=O)c2ccc3cc[nH]c3c2)ccc1OC. RXN SMILES: [Br:1][c:2]1[cH:3][c:4]([O:10][CH2:11][CH3:12])[c:5]([O:8][CH3:9])[cH:6][cH:7]1.[CH2:13]([Li:14])[CH2:15][CH2:16][CH3:17].[CH2:37]1[O:38][CH2:39][CH2:40][CH2:41]1.[CH3:18][O:19][N:20]([C:21](=[O:22])[c:23]1[cH:24][cH:25][c:26]2[cH:27][cH:28][nH:29][c:30]2[cH:31]1)[CH3:32].[CH:33]([OH:34])([CH3:35])[CH3:36].[OH2:42]>>[c:2]1([C:21](=[O:22])[c:23]2[cH:24][cH:25][c:26]3[cH:27][cH:28][nH:29][c:30]3[cH:31]2)[cH:3][c:4]([O:10][CH2:11][CH3:12])[c:5]([O:8][CH3:9])[cH:6][cH:7]1. Reactants: C(C)OC(CC=1C=C(C(=CC1)OC)C1=C(C=C(C=C1)C(F)(F)F)CBr)=O ((2′-bromomethyl-6-methoxy-4′-trifluoromethyl-biphenyl-3-yl)-acetic acid ethyl ester), C(C1=CC=CC=C1)S (benzyl mercaptan). Yields the product C(C)OC(CC=1C=C(C(=CC1)OC)C1=C(C=C(C=C1)C(F)(F)F)CSCC1=CC=CC=C1)=O ((2′-Benzylsulfanylmethyl-6-methoxy-4′-trifluoromethyl-biphenyl-3-yl)-acetic acid ethyl ester). Reaction SMILES: [CH2:1]([O:3][C:4](=[O:26])[CH2:5][C:6]1[CH:7]=[C:8]([C:14]2[CH:19]=[CH:18][C:17]([C:20]([F:23])([F:22])[F:21])=[CH:16][C:15]=2[CH2:24]Br)[C:9]([O:12][CH3:13])=[CH:10][CH:11]=1)[CH3:2].[CH2:27]([SH:34])[C:28]1[CH:33]=[CH:32][CH:31]=[CH:30][CH:29]=1>>[CH2:1]([O:3][C:4](=[O:26])[CH2:5][C:6]1[CH:7]=[C:8]([C:14]2[CH:19]=[CH:18][C:17]([C:20]([F:23])([F:22])[F:21])=[CH:16][C:15]=2[CH2:24][S:34][CH2:27][C:28]2[CH:33]=[CH:32][CH:31]=[CH:30][CH:29]=2)[C:9]([O:12][CH3:13])=[CH:10][CH:11]=1)[CH3:2]. Reported procedure: Prepared according to the procedure described in Example 1, Step 6, using the following starting materials: (2′-bromomethyl-6-methoxy-4′-trifluoromethyl-biphenyl-3-yl)-acetic acid ethyl ester and benzyl mercaptan. Reaction SMILES: [CH3:41][C:42](=[O:43])[OH:44].[NH2:1][c:2]1[c:3]([N+:38](=[O:39])[O-:40])[cH:4][cH:5][c:6]([NH:8][CH2:9][CH2:10][NH:11][c:12]2[n:13][cH:14][c:15]([NH:26][C:27](=[O:28])[c:29]3[c:30]([C:31](=[O:32])[OH:33])[cH:34][cH:35][cH:36][cH:37]3)[c:16](-[c:18]3[c:19]([Cl:25])[cH:20][c:21]([Cl:24])[cH:22][cH:23]3)[n:17]2)[n:7]1>>[NH2:1][c:2]1[c:3]([N+:38](=[O:39])[O-:40])[cH:4][cH:5][c:6]([NH:8][CH2:9][CH2:10][NH:11][c:12]2[n:13][cH:14][c:15]([N:26]3[C:27](=[O:28])[c:29]4[c:30]([cH:34][cH:35][cH:36][cH:37]4)[C:31]3=[O:33])[c:16](-[c:18]3[c:19]([Cl:25])[cH:20][c:21]([Cl:24])[cH:22][cH:23]3)[n:17]2)[n:7]1. Starting materials: CC(=O)O, Nc1nc(NCCNc2ncc(NC(=O)c3ccccc3C(=O)O)c(-c3ccc(Cl)cc3Cl)n2)ccc1[N+](=O)[O-]. Product: Nc1nc(NCCNc2ncc(N3C(=O)c4ccccc4C3=O)c(-c3ccc(Cl)cc3Cl)n2)ccc1[N+](=O)[O-]. Starting materials: CC(C)(C)OC(=O)COc1cccc(CNCc2ccc(-n3cccn3)cc2)c1, Cl, O=S(=O)(Cl)c1ccccn1. Yields the product CC(C)(C)OC(=O)COc1cccc(CN(Cc2ccc(-n3cccn3)cc2)S(=O)(=O)c2ccccn2)c1. Reaction SMILES: [C:1]([CH3:2])([CH3:3])([CH3:4])[O:5][C:6]([CH2:7][O:8][c:9]1[cH:10][c:11]([CH2:15][NH:16][CH2:17][c:18]2[cH:19][cH:20][c:21](-[n:24]3[n:25][cH:26][cH:27][cH:28]3)[cH:22][cH:23]2)[cH:12][cH:13][cH:14]1)=[O:29].[ClH:30].[n:31]1[c:32]([S:37](=[O:38])(=[O:39])[Cl:40])[cH:33][cH:34][cH:35][cH:36]1>>[C:1]([CH3:2])([CH3:3])([CH3:4])[O:5][C:6]([CH2:7][O:8][c:9]1[cH:10][c:11]([CH2:15][N:16]([CH2:17][c:18]2[cH:19][cH:20][c:21](-[n:24]3[n:25][cH:26][cH:27][cH:28]3)[cH:22][cH:23]2)[S:37]([c:32]2[n:31][cH:36][cH:35][cH:34][cH:33]2)(=[O:38])=[O:39])[cH:12][cH:13][cH:14]1)=[O:29]. Reactants: COCCOCCOCCOCCCCCCOCC(COCc1ccccc1)OCCCCCCOCCOCCOCCOC, CC(=O)O, CCO, [H][H]. Yields the product COCCOCCOCCOCCCCCCOCC(CO)OCCCCCCOCCOCCOCCOC. RXN SMILES: [CH2:1]([c:2]1[cH:3][cH:4][cH:5][cH:6][cH:7]1)[O:8][CH2:9][CH:10]([O:11][CH2:12][CH2:13][CH2:14][CH2:15][CH2:16][CH2:17][O:18][CH2:19][CH2:20][O:21][CH2:22][CH2:23][O:24][CH2:25][CH2:26][O:27][CH3:28])[CH2:29][O:30][CH2:31][CH2:32][CH2:33][CH2:34][CH2:35][CH2:36][O:37][CH2:38][CH2:39][O:40][CH2:41][CH2:42][O:43][CH2:44][CH2:45][O:46][CH3:47].[CH3:50][C:51](=[O:52])[OH:53].[CH3:54][CH2:55][OH:56].[H:48][H:49]>>[OH:8][CH2:9][CH:10]([O:11][CH2:12][CH2:13][CH2:14][CH2:15][CH2:16][CH2:17][O:18][CH2:19][CH2:20][O:21][CH2:22][CH2:23][O:24][CH2:25][CH2:26][O:27][CH3:28])[CH2:29][O:30][CH2:31][CH2:32][CH2:33][CH2:34][CH2:35][CH2:36][O:37][CH2:38][CH2:39][O:40][CH2:41][CH2:42][O:43][CH2:44][CH2:45][O:46][CH3:47].